Dataset: the Open Reaction Database (ORD), a public repository of structured organic reaction records. Task: describe an organic reaction: reactants, conditions, products, and yield The reactants are C(C)(C)(C)OC(=O)C1=C(SC=2CN(C(CC21)CN)CC2=CC=C(C=C2)OC)N (2-amino-5-aminomethyl-6-(4-methoxy-benzyl)-4,5,6,7-tetrahydro-thieno[2,3-c]pyridine-3-carboxylic acid tert-butyl ester), C(C)(C)N(CC)C(C)C (diisopropyl ethylamine), C(C)OC(C1=C(C=CC=C1CBr)O[Si](C)(C)C(C)(C)C)=O (6-bromomethyl-2-(tert-butyl-dimethyl-silanyloxy)-benzoic acid ethyl ester). The solvent is C(C)#N (acetonitrile), C(C)#N (acetonitril). Reaction conditions: time 12 hour. Yields the product C(C)(C)(C)OC(=O)C1=C(SC=2CN(C(CC21)CN2C(C1=C(C=CC=C1C2)O[Si](C)(C)C(C)(C)C)=O)CC2=CC=C(C=C2)OC)N (2-amino-5-(7-(tert-butyl-dimethyl-silanyloxy)-1-oxo-1,3-dihydro-isoindol-2-ylmethyl]-6-(4-methoxy-benzyl)-4,5,6,7-tetrahydro-thieno[2,3-c]pyridine-3-carboxylic acid tert-butyl ester). The yield is 66.1%. RXN SMILES: [C:1]([O:5][C:6]([C:8]1[C:16]2[CH2:15][CH:14]([CH2:17][NH2:18])[N:13]([CH2:19][C:20]3[CH:25]=[CH:24][C:23]([O:26][CH3:27])=[CH:22][CH:21]=3)[CH2:12][C:11]=2[S:10][C:9]=1[NH2:28])=[O:7])([CH3:4])([CH3:3])[CH3:2].C(N(C(C)C)CC)(C)C.C([O:40][C:41](=O)[C:42]1[C:47]([CH2:48]Br)=[CH:46][CH:45]=[CH:44][C:43]=1[O:50][Si:51]([C:54]([CH3:57])([CH3:56])[CH3:55])([CH3:53])[CH3:52])C>C(#N)C>[C:1]([O:5][C:6]([C:8]1[C:16]2[CH2:15][CH:14]([CH2:17][N:18]3[CH2:48][C:47]4[C:42](=[C:43]([O:50][Si:51]([C:54]([CH3:56])([CH3:55])[CH3:57])([CH3:52])[CH3:53])[CH:44]=[CH:45][CH:46]=4)[C:41]3=[O:40])[N:13]([CH2:19][C:20]3[CH:21]=[CH:22][C:23]([O:26][CH3:27])=[CH:24][CH:25]=3)[CH2:12][C:11]=2[S:10][C:9]=1[NH2:28])=[O:7])([CH3:4])([CH3:3])[CH3:2]. Reported procedure: To a solution of 2-amino-5-aminomethyl-6-(4-methoxy-benzyl)-4,5,6,7-tetrahydro-thieno[2,3-c]pyridine-3-carboxylic acid tert-butyl ester (3.00 g, 7.45 mmol) and diisopropyl ethylamine (1.93 ml, 11.2 mmol) in acetonitrile at room temperature was added a solution of 6-bromomethyl-2-(tert-butyl-dimethyl-silanyloxy)-benzoic acid ethyl ester (2.78 g, 7.45 mmol) in acetonitril over 48 hours. The solution was stirred for 12 hours after the addition was complete. The volatiles were evaporated in vacuo an... Reactants: C(#N)C1=CC=C(C=C1)C1=CC(=NN1C1=CC=C(C=C1)OC)C(=O)OCC (ethyl 5-(4-cyanophenyl)-1-(4-methoxyphenyl)-1H-pyrazole-3-carboxylate), Cl (HCl). The reagents and catalysts are [Pd] (Pd-C). The solvent is C1CCOC1 (THF), CO (MeOH). Conditions: time 6.5 hour. Yields the product Cl.NCC1=CC=C(C=C1)C1=CC(=NN1C1=CC=C(C=C1)OC)C(=O)OCC (ethyl 5-[4-(aminomethyl)phenyl]-1-(4-methoxyphenyl)-1H-pyrazole-3-carboxylate hydrochloride). Reaction SMILES: [C:1]([C:3]1[CH:8]=[CH:7][C:6]([C:9]2[N:13]([C:14]3[CH:19]=[CH:18][C:17]([O:20][CH3:21])=[CH:16][CH:15]=3)[N:12]=[C:11]([C:22]([O:24][CH2:25][CH3:26])=[O:23])[CH:10]=2)=[CH:5][CH:4]=1)#[N:2].[ClH:27]>C1COCC1.CO.[Pd]>[ClH:27].[NH2:2][CH2:1][C:3]1[CH:4]=[CH:5][C:6]([C:9]2[N:13]([C:14]3[CH:19]=[CH:18][C:17]([O:20][CH3:21])=[CH:16][CH:15]=3)[N:12]=[C:11]([C:22]([O:24][CH2:25][CH3:26])=[O:23])[CH:10]=2)=[CH:7][CH:8]=1 |f:5.6|. Procedure details: A mixture of 10% Pd-C 50% wet (100 mg) and ethyl 5-(4-cyanophenyl)-1-(4-methoxyphenyl)-1H-pyrazole-3-carboxylate (1 g) in THF (10 ml), MeOH (5 ml), and 1M HCl (2.9 ml) was hydrogenated under H2 latmat ambient temperature for 6.5 hours. The catalyst was filtered off through a celite pad and the pad was washed with MeOH. The filtrate and combined washings were concentrated in vacuo. The residue was dissolved in EtOH and concentrated in vacuo. The residue was crystallized from AcOEt to give ethyl 5... Run at time 15 minute. RXN SMILES: [CH:1]1([Mg]Br)[CH2:6][CH2:5][CH2:4][CH2:3][CH2:2]1.[CH3:9][O:10][C:11]1[CH:12]=[C:13]([N:17]2[CH:21]=[C:20]([CH:22]=[O:23])[C:19]([CH3:24])=[N:18]2)[CH:14]=[CH:15][CH:16]=1>O1CCCC1>[CH:1]1([CH:22]([C:20]2[C:19]([CH3:24])=[N:18][N:17]([C:13]3[CH:14]=[CH:15][CH:16]=[C:11]([O:10][CH3:9])[CH:12]=3)[CH:21]=2)[OH:23])[CH2:6][CH2:5][CH2:4][CH2:3][CH2:2]1. Procedure: To a solution (15 mL) of in 1-(3-methoxyphenyl)-3-methyl-1H-pyrazole-4-carbaldehyde (0.62 g) synthesized in the above-mentioned (2) in tetrahydrofuran under ice-cooling was added dropwise cyclohexylmagnesium bromide (4.3 mL, 1M tetrahydrofuran solution). After the completion of the dropwise addition, the ice bath was removed, and the mixture was stirred at room temperature for 15 min. To the reaction mixture was added aqueous ammonium chloride solution, and the mixture was extracted with ethyl a... Yield: 70.0%. Solvent: O1CCCC1 (tetrahydrofuran). The product is C1(CCCCC1)C(O)C=1C(=NN(C1)C1=CC(=CC=C1)OC)C (cyclohexyl[1-(3-methoxyphenyl)-3-methyl-1H-pyrazol-4-yl]methanol). Starting materials: solution, COC=1C=C(C=CC1)N1N=C(C(=C1)C=O)C (1-(3-methoxyphenyl)-3-methyl-1H-pyrazole-4-carbaldehyde), COC=1C=C(C=CC1)N1N=C(C(=C1)C=O)C (1-(3-methoxyphenyl)-3-methyl-1H-pyrazole-4-carbaldehyde), C1(CCCCC1)[Mg]Br (cyclohexylmagnesium bromide). Reactants: CC=1NC(=C(C(C1C(=O)OCC)C1=C(C=CC=C1)OCC=C)C(=O)OCC)C(OCC)OCC (diethyl 2-methyl-4-(2-allyloxyphenyl)-6-diethoxymethyl-1,4-dihydropyridine-3,5-dicarboxylate), Cl (hydrochloric acid), resultant mixture. Solvent: CC(=O)C (acetone). Reaction conditions: time 10 minute. Yields the product CC=1NC(=C(C(C1C(=O)OCC)C1=C(C=CC=C1)OCC=C)C(=O)OCC)C=O (diethyl 2-methyl-4-(2-allyloxyphenyl)-6-formyl-1,4-dihydropyridine-3,5-dicarboxylate). RXN SMILES: [CH3:1][C:2]1[NH:3][C:4]([CH:28](OCC)[O:29]CC)=[C:5]([C:23]([O:25][CH2:26][CH3:27])=[O:24])[CH:6]([C:13]2[CH:18]=[CH:17][CH:16]=[CH:15][C:14]=2[O:19][CH2:20][CH:21]=[CH2:22])[C:7]=1[C:8]([O:10][CH2:11][CH3:12])=[O:9].Cl>CC(C)=O>[CH3:1][C:2]1[NH:3][C:4]([CH:28]=[O:29])=[C:5]([C:23]([O:25][CH2:26][CH3:27])=[O:24])[CH:6]([C:13]2[CH:18]=[CH:17][CH:16]=[CH:15][C:14]=2[O:19][CH2:20][CH:21]=[CH2:22])[C:7]=1[C:8]([O:10][CH2:11][CH3:12])=[O:9]. Procedure: To a solution of diethyl 2-methyl-4-(2-allyloxyphenyl)-6-diethoxymethyl-1,4-dihydropyridine-3,5-dicarboxylate (1.5 g) in acetone (15 ml) was added 6N-hydrochloric acid (15 ml) with stirring and the resultant mixture was further stirred for an hour and 45 minutes at room temperature. The solvent was removed, and addition of water to the residue resulted a yellowish suspension with precipitation of an oil, which was immediately solidified. After being allowed to stand for about 10 minutes, the pre... The reactants are N1CCOCC1 (morpholine), ClC1=NC(=C(C(=N1)C)C(C(=O)OC)CCC)C1=CC=C(C=C1)C (methyl 2-(2-chloro-4-methyl-6-p-tolylpyrimidin-5-yl)pentanoate). Run in O1CCCC1 (tetrahydrofuran). Product: CC1=NC(=NC(=C1C(C(=O)OC)CCC)C1=CC=C(C=C1)C)N1CCOCC1 (Methyl 2-(4-methyl-2-morpholino-6-p-tolylpyrimidin-5-yl)pentanoate). Isolated yield 80.7%. Reaction SMILES: [NH:1]1[CH2:6][CH2:5][O:4][CH2:3][CH2:2]1.Cl[C:8]1[N:13]=[C:12]([CH3:14])[C:11]([CH:15]([CH2:20][CH2:21][CH3:22])[C:16]([O:18][CH3:19])=[O:17])=[C:10]([C:23]2[CH:28]=[CH:27][C:26]([CH3:29])=[CH:25][CH:24]=2)[N:9]=1>O1CCCC1>[CH3:14][C:12]1[C:11]([CH:15]([CH2:20][CH2:21][CH3:22])[C:16]([O:18][CH3:19])=[O:17])=[C:10]([C:23]2[CH:28]=[CH:27][C:26]([CH3:29])=[CH:25][CH:24]=2)[N:9]=[C:8]([N:1]2[CH2:6][CH2:5][O:4][CH2:3][CH2:2]2)[N:13]=1. Reported procedure: Methyl 2-(4-methyl-2-morpholino-6-p-tolylpyrimidin-5-yl)pentanoate was prepared according to the general method A starting from morpholine (0.107 mL; 1.20 mmol) and methyl 2-(2-chloro-4-methyl-6-p-tolylpyrimidin-5-yl)pentanoate (0.100 g; 0.239 mmol) in tetrahydrofuran (2 mL). Purification by flash-chromatography on silica gel using a gradient of ethyl acetate (5-25%) in heptane furnished 74 mg (81%) of the title compound as an oil. ESI/APCI(+): 384 (M+H). Starting materials: OCC1=CC=C(S1)C(=O)OCC (ethyl 5-hydroxymethylthiophene-2-carboxylate), S(=O)(Cl)Cl (thionyl chloride). Run in C1(=CC=CC=C1)C (toluene). Conditions: time 1 hour. Yields the product ClCC1=CC=C(S1)C(=O)OCC (Ethyl 5-chloromethylthiophene-2-carboxylate). Reaction SMILES: O[CH2:2][C:3]1[S:7][C:6]([C:8]([O:10][CH2:11][CH3:12])=[O:9])=[CH:5][CH:4]=1.S(Cl)([Cl:15])=O>C1(C)C=CC=CC=1>[Cl:15][CH2:2][C:3]1[S:7][C:6]([C:8]([O:10][CH2:11][CH3:12])=[O:9])=[CH:5][CH:4]=1. Reported procedure: To a suspension of ethyl 5-hydroxymethylthiophene-2-carboxylate synthesized in Production Example 72 in toluene, 212 μL of thionyl chloride was dropwise added, and the mixture was refluxed for 30 minutes. The mixture was allowed to cool down to a room temperature and stirred for one hour. After the completion of the reaction was confirmed by TLC, the solvent was distilled off. The resulting residue was used for the next reaction without purification. Starting materials: BrC=1C=C(C=CC1F)C(CC#N)O (3-(3-bromo-4-fluorophenyl)-3-hydroxypropanenitrile), FC(C(=O)OCC)(F)F (ethyl trifluoroacetate), B.C1CCOC1 (BH3-THF), amine. The product is BrC=1C=C(C=CC1F)C(CCNC(C(F)(F)F)=O)O (N-(3-(3-bromo-4-fluorophenyl)-3-hydroxypropyl)-2,2,2-trifluoroacetamide). RXN SMILES: [Br:1][C:2]1[CH:3]=[C:4]([CH:9]([OH:13])[CH2:10][C:11]#[N:12])[CH:5]=[CH:6][C:7]=1[F:8].B.C1COCC1.[F:20][C:21]([F:28])([F:27])[C:22](OCC)=[O:23]>>[Br:1][C:2]1[CH:3]=[C:4]([CH:9]([OH:13])[CH2:10][CH2:11][NH:12][C:22](=[O:23])[C:21]([F:28])([F:27])[F:20])[CH:5]=[CH:6][C:7]=1[F:8] |f:1.2|. Procedure: Reduction of 3-(3-bromo-4-fluorophenyl)-3-hydroxypropanenitrile with BH3-THF following the method used in Example 17, followed by protection of the amine with ethyl trifluoroacetate following the method used in Example 9 gave N-(3-(3-bromo-4-fluorophenyl)-3-hydroxypropyl)-2,2,2-trifluoroacetamide as a clear oil. Yield (4.3 g, 73%): 1H NMR (400 MHz, DMSO-d6) δ 9.31 (bs, 1H), 7.62 (dd, J=6.8, 2.0 Hz, 1H), 7.37-7.33 (m, 1H), 7.30 (t, J=8.8 Hz, 1H), 5.48 (d, J=4.4 Hz, 1H), 4.60-4.56 (m, 1H), 3.28-3.... Run in C(C)(=O)O (acetic acid), C(C)O (ethanol). As a reaction SMILES: [CH2:1]([O:3][C:4]([N:6]1[CH2:11][CH2:10][N:9]([C:12]2[CH:19]=[CH:18][C:15]([CH:16]=O)=[CH:14][CH:13]=2)[CH2:8][CH2:7]1)=[O:5])[CH3:2].[C:20]([O-:23])(=[O:22])[CH3:21].[NH2:24][N+:25]1[CH:29]=[CH:28][N:27]([NH2:30])[C:26]=1[CH2:31][CH3:32]>C(O)(=O)C.C(O)C>[C:20]([O-:23])(=[O:22])[CH3:21].[C:20]([O-:23])(=[O:22])[CH3:21].[C:20]([O-:23])(=[O:22])[CH3:21].[CH2:1]([O:3][C:4]([N:6]1[CH2:11][CH2:10][N:9]([C:12]2[CH:19]=[CH:18][C:15]([CH:16]=[N:24][N+:25]3[CH:29]=[CH:28][NH:27][C:26]=3[CH2:31][CH3:32])=[CH:14][CH:13]=2)[CH2:8][CH2:7]1)=[O:5])[CH3:2].[CH2:1]([O:3][C:4]([N:6]1[CH2:11][CH2:10][N:9]([C:12]2[CH:13]=[CH:14][C:15]([CH:16]=[N:30][N+:27]3[CH:28]=[CH:29][NH:25][C:26]=3[CH2:31][CH3:32])=[CH:18][CH:19]=2)[CH2:8][CH2:7]1)=[O:5])[CH3:2].[CH2:1]([O:3][C:4]([N:6]1[CH2:11][CH2:10][N:9]([C:12]2[CH:19]=[CH:18][C:15]([CH:16]=[N:24][N+:25]3[CH:29]=[CH:28][NH:27][C:26]=3[CH2:31][CH3:32])=[CH:14][CH:13]=2)[CH2:8][CH2:7]1)=[O:5])[CH3:2] |f:1.2,5.6.7.8.9.10|. Product: C(C)(=O)[O-].C(C)(=O)[O-].C(C)(=O)[O-].C(C)OC(=O)N1CCN(CC1)C1=CC=C(C=N[N+]2=C(NC=C2)CC)C=C1.C(C)OC(=O)N1CCN(CC1)C1=CC=C(C=N[N+]2=C(NC=C2)CC)C=C1.C(C)OC(=O)N1CCN(CC1)C1=CC=C(C=N[N+]2=C(NC=C2)CC)C=C1 ([[p-(4-(ethoxycarbonyl)-1-piperazinyl]benzylidene]amino]-2-ethyl-imidazolium acetate diacetate). Run at time 18 hour. Reported procedure: 1.95 g (7.4 mmol) of p-[4-(ethoxycarbonyl)-1-piperazinyl]benzaldehyde are added to a solution of 0.69 g (3.7 mmol) of 1,3-diamino-2-ethyl-imidazolium acetate in 10 ml of glacial acetic acid, the mixture is left to stand at room temperature for 18 hours, then diluted with 30 ml of ethanol and the product is crystallized out by the addition of ether. There is obtained 1,3-bis[[[p-(4-(ethoxycarbonyl)-1-piperazinyl]benzylidene]amino]-2-ethyl-imidazolium acetate diacetate of melting point 187°-188°. Reactants: C(C)OC(=O)N1CCN(CC1)C1=CC=C(C=O)C=C1 (p-[4-(ethoxycarbonyl)-1-piperazinyl]benzaldehyde), C(C)(=O)[O-].N[N+]1=C(N(C=C1)N)CC (1,3-diamino-2-ethyl-imidazolium acetate). The reactants are NC1=C(C=CC=C1)NC1=CC=C(C(=O)C2=CC=CC=C2)C=C1 (4-(2-aminophenylamino)benzophenone), NC1=C(C=CC=C1)NC1=CC=C(C(=O)C2=CC=CC=C2)C=C1 (4-(2-aminophenylamino)benzophenone), C(C)(=O)OC(C)=O (acetic anhydride). As a reaction SMILES: [NH2:1][C:2]1[CH:7]=[CH:6][CH:5]=[CH:4][C:3]=1[NH:8][C:9]1[CH:22]=[CH:21][C:12]([C:13]([C:15]2[CH:20]=[CH:19][CH:18]=[CH:17][CH:16]=2)=[O:14])=[CH:11][CH:10]=1.[C:23](OC(=O)C)(=[O:25])[CH3:24]>>[C:13]([C:12]1[CH:21]=[CH:22][C:9]([NH:8][C:3]2[CH:4]=[CH:5][CH:6]=[CH:7][C:2]=2[NH:1][C:23](=[O:25])[CH3:24])=[CH:10][CH:11]=1)(=[O:14])[C:15]1[CH:16]=[CH:17][CH:18]=[CH:19][CH:20]=1. The product is C(C1=CC=CC=C1)(=O)C1=CC=C(C=C1)NC1=C(C=CC=C1)NC(C)=O (N-(2-(4-Benzoylphenylamino)phenyl)acetamide). Procedure: 4-(2-Aminophenylamino)benzophenone (Compound 101, 0.58 g, 2 mmol) was dissolved in acetic anhydride (10 ml) and the solution was stirred at room temperature for 3 hours. The precipitate that forms after 75 min was filtered off and washed with water to afford the title compound. Run at time 3 hour.